Dataset: the Open Reaction Database (ORD), a public repository of structured organic reaction records. Task: describe an organic reaction: reactants, conditions, products, and yield Reactants: ClC=1C(=C(C#N)C(=CN1)C1=CC(=CC=C1)OC)Cl (2,3-dichloro-5-(3-methoxyphenyl)isonicotinonitrile), NC=1C(=CC=CC1)C (o-toluidine). Solvent: CS(=O)C (DMSO), C(C)(=O)OCC (ethyl acetate). Conditions: temperature 180 celsius. Product: ClC1=C(C#N)C(=CN=C1NC1=C(C=CC=C1)C)C1=CC(=CC=C1)OC (3-chloro-5-(3-methoxyphenyl)-2-(o-tolylamino)isonicotinonitrile). Reaction SMILES: Cl[C:2]1[C:3]([Cl:18])=[C:4]([C:7]([C:10]2[CH:15]=[CH:14][CH:13]=[C:12]([O:16][CH3:17])[CH:11]=2)=[CH:8][N:9]=1)[C:5]#[N:6].[NH2:19][C:20]1[C:21]([CH3:26])=[CH:22][CH:23]=[CH:24][CH:25]=1>CS(C)=O.C(OCC)(=O)C>[Cl:18][C:3]1[C:2]([NH:19][C:20]2[CH:25]=[CH:24][CH:23]=[CH:22][C:21]=2[CH3:26])=[N:9][CH:8]=[C:7]([C:10]2[CH:15]=[CH:14][CH:13]=[C:12]([O:16][CH3:17])[CH:11]=2)[C:4]=1[C:5]#[N:6]. Procedure: A mixture of 2,3-dichloro-5-(3-methoxyphenyl)isonicotinonitrile (50 mg, 0.179 mmol, from Step 3 of Example 128) and o-toluidine (384 mg, 3.58 mmol) in DMSO (1 mL) was heated to 180° C. under microwave for 1 h. LCMS and HPLC analysis indicated that the reaction was ˜25% complete. The mixture was cooled to room temperature, diluted with ethyl acetate (60 mL), washed with 1 N HCl (5 mL), water (5 mL), brine (5 mL), dried (MgSO4) and concentrated. Purification by reverse phase HPLC (Sunfire S10 30×2... Reactants: [Li]N1C(CCCC1(C)C)(C)C (LiTMP), FC=1C=C(C=C(C1)F)C1=CC=CC=C1 (3,5-difluorobiphenyl), C(=O)=O (carbon dioxide), [Li]N1C(CCCC1(C)C)(C)C (LiTMP), [Li]CCCC (BuLi), CC1C(N(CCC1)C)(C)C (tetramethyl piperidine), FC=1C=C(C=C(C1)F)C1=CC=CC=C1 (3,5-difluorbiphenyl). The solvent is hexanes, C1CCOC1 (THF), C1CCOC1 (THF). The product is FC=1C=C(C=C(C1C(=O)O)F)C1=CC=CC=C1 (3,5-Difluorobiphenyl-4-carboxylic acid). Yield: 77.0%. Reaction SMILES: [F:1][C:2]1[CH:3]=[C:4]([C:9]2[CH:14]=[CH:13][CH:12]=[CH:11][CH:10]=2)[CH:5]=[C:6]([F:8])[CH:7]=1.[Li]N1C(C)(C)CCCC1(C)C.[Li]CCCC.CC1CCCN(C)C1(C)C.[C:41](=[O:43])=[O:42]>C1COCC1>[F:1][C:2]1[CH:3]=[C:4]([C:9]2[CH:14]=[CH:13][CH:12]=[CH:11][CH:10]=2)[CH:5]=[C:6]([F:8])[C:7]=1[C:41]([OH:43])=[O:42]. Procedure: Dissolve crude 3,5-difluorbiphenyl (1.3 g, 6.83 mmol) in THF (14 mL) and cool to. −78° C. Prepare LiTMP from the addition of BuLi (1.6 M soln in hexanes, 5.33 mL) to tetramethyl piperidine (1.4 mL, 1.25 equiv) at −78° C. in THF (14 mL). Cannulate the cooled LiTMP into the cooled 3,5-difluorobiphenyl and stir the reaction at −78° C. for 1 h. Bubble carbon dioxide gas through the solution for 5 minutes, warm the reaction to rt, pour into 50 mL of 1M NaOB, and extract with 50 mL EtOAc. Discard the ... Starting materials: O=C([O-])[O-], CC#CCn1c(Cl)nc2cnn(C)c(=O)c21, CN1CCCC1=O, [K+], [K+], CC(C)(C)OC(=O)N1CCNCC1, O. The product is CC#CCn1c(N2CCN(C(=O)OC(C)(C)C)CC2)nc2cnn(C)c(=O)c21. As a reaction SMILES: [C:24](=[O:25])([O-:26])[O-:27].[CH2:8]([C:9]#[C:10][CH3:11])[n:12]1[c:13]([Cl:23])[n:14][c:15]2[cH:16][n:17][n:18]([CH3:22])[c:19](=[O:21])[c:20]12.[CH3:1][N:2]1[CH2:3][CH2:4][CH2:5][C:6]1=[O:7].[K+:28].[K+:29].[N:30]1([C:36](=[O:37])[O:38][C:39]([CH3:40])([CH3:41])[CH3:42])[CH2:31][CH2:32][NH:33][CH2:34][CH2:35]1.[OH2:43]>>[CH2:8]([C:9]#[C:10][CH3:11])[n:12]1[c:13]([N:33]2[CH2:32][CH2:31][N:30]([C:36](=[O:37])[O:38][C:39]([CH3:40])([CH3:41])[CH3:42])[CH2:35][CH2:34]2)[n:14][c:15]2[cH:16][n:17][n:18]([CH3:22])[c:19](=[O:21])[c:20]12. Reactants: C(C)(C)C1=C(N)C=CC=C1 (2-Isopropylaniline), C(CC)(=O)C1=CC=CC=C1 (propiophenone), CC=1C=CC(=CC1)S(=O)(=O)O (p-TsOH). Solvent: hexanes. Reaction conditions: temperature 200 celsius. Product: C(C)(C)C1=C(C=CC=C1)N=C(CC)C1=CC=CC=C1 (Propiophenone 2-Isopropylphenylimine). As a reaction SMILES: [CH:1]([C:4]1[CH:10]=[CH:9][CH:8]=[CH:7][C:5]=1[NH2:6])([CH3:3])[CH3:2].[C:11]([C:15]1[CH:20]=[CH:19][CH:18]=[CH:17][CH:16]=1)(=O)[CH2:12][CH3:13].CC1C=CC(S(O)(=O)=O)=CC=1>>[CH:1]([C:4]1[CH:10]=[CH:9][CH:8]=[CH:7][C:5]=1[N:6]=[C:11]([C:15]1[CH:20]=[CH:19][CH:18]=[CH:17][CH:16]=1)[CH2:12][CH3:13])([CH3:3])[CH3:2]. Reported procedure: 2-Isopropylaniline (11.6 mL, 82 mmol, Aldrich) was mixed with propiophenone (10 mL, 74.5 mmol, Aldrich) and p-TsOH (1.4 g, 7.3 mmol, Aldrich). The resulting mixture was heated for 2 h at 200° C. under a slow stream of Ar to remove H2O that formed. After cooling to RT the reaction mixture was poured into hexanes (100 mL), filtered, the precipitate washed with additional hexanes (2×100 mL) followed by the evaporation of the filtrate. The residue was filtered through a 9×4.1 cm plug of silica gel i... Reactants: C(C)OC(CBr)=O (bromoacetic acid ethyl ester), CC(CC(CC(C)=O)=O)C (6-methylheptane-2,4-dione), [H-].[Na+] (sodium hydride). Solvent: O1CCCC1 (tetrahydrofuran), O1CCCC1 (tetrahydrofuran). Run at time 1 hour. The product is C(C)OC(CC(C(CC(C)C)=O)C(C)=O)=O (3-acetyl-6-methyl-4-oxoheptanoic acid ethyl ester). Isolated yield 72.4%. RXN SMILES: [CH3:1][CH:2]([CH3:10])[CH2:3][C:4](=[O:9])[CH2:5][C:6](=[O:8])[CH3:7].[H-].[Na+].[CH2:13]([O:15][C:16](=[O:19])[CH2:17]Br)[CH3:14]>O1CCCC1>[CH2:13]([O:15][C:16](=[O:19])[CH2:17][CH:5]([C:6](=[O:8])[CH3:7])[C:4](=[O:9])[CH2:3][CH:2]([CH3:10])[CH3:1])[CH3:14] |f:1.2|. Procedure: Add a solution of 6-methylheptane-2,4-dione (5.0 g, 35.16 mmol) in tetrahydrofuran (50 mL) dropwise to a cooled suspension (0° C.) of sodium hydride (1.69 g, 42.2 mmol, 60% dispersion in oil) in tetrahydrofuran (50 mL). After 1 hr., add bromoacetic acid ethyl ester (4.28 mL, 38.68 mmol) dropwise and stir at 0° C. to room temperature over 88 hr. Partition the reaction mixture between ethyl acetate (200 mL) and saturated aqueous ammonium chloride solution (100 mL). Separate the organic layer, dry ... Starting materials: CC(C)=O, O=[Cr](=O)=O, O, CCOC(=O)c1cc2c(CO)cccc2n1C, O=S(=O)(O)O. Yields the product CCOC(=O)c1cc2c(C(=O)O)cccc2n1C. As a reaction SMILES: [CH3:22][C:23](=[O:24])[CH3:25].[O:18]=[Cr:19](=[O:20])=[O:21].[OH2:31].[OH:1][CH2:2][c:3]1[c:4]2[cH:5][c:6]([C:13](=[O:14])[O:15][CH2:16][CH3:17])[n:7]([CH3:12])[c:8]2[cH:9][cH:10][cH:11]1.[S:26](=[O:27])(=[O:28])([OH:29])[OH:30]>>[O:1]=[C:2]([c:3]1[c:4]2[cH:5][c:6]([C:13](=[O:14])[O:15][CH2:16][CH3:17])[n:7]([CH3:12])[c:8]2[cH:9][cH:10][cH:11]1)[OH:18]. The reactants are CN(C)CC(=O)O, CCOC(C)=O, CCN(C(C)C)C(C)C, O=C(O)C(F)(F)F, N#Cc1cc(Cl)cc(Oc2c(Cl)ccc(CNC(=O)c3cc4cc(N)ccc4[nH]3)c2F)c1, CN(C)C=O, O. Reaction SMILES: [CH3:40][N:41]([CH3:42])[CH2:43][C:44]([OH:45])=[O:46].[CH3:61][CH2:62][O:63][C:64]([CH3:65])=[O:66].[CH:47]([N:48]([CH:49]([CH3:50])[CH3:51])[CH2:52][CH3:53])([CH3:54])[CH3:55].[F:1][C:2]([F:3])([F:4])[C:5]([OH:6])=[O:7].[NH2:8][c:9]1[cH:10][c:11]2[cH:12][c:13]([C:18](=[O:19])[NH:20][CH2:21][c:22]3[c:23]([F:39])[c:24]([O:29][c:30]4[cH:31][c:32]([Cl:38])[cH:33][c:34]([C:36]#[N:37])[cH:35]4)[c:25]([Cl:28])[cH:26][cH:27]3)[nH:14][c:15]2[cH:16][cH:17]1.[O:56]=[CH:57][N:58]([CH3:59])[CH3:60].[OH2:67]>>[NH:8]([c:9]1[cH:10][c:11]2[cH:12][c:13]([C:18](=[O:19])[NH:20][CH2:21][c:22]3[c:23]([F:39])[c:24]([O:29][c:30]4[cH:31][c:32]([Cl:38])[cH:33][c:34]([C:36]#[N:37])[cH:35]4)[c:25]([Cl:28])[cH:26][cH:27]3)[nH:14][c:15]2[cH:16][cH:17]1)[C:44]([CH2:43][N:41]([CH3:40])[CH3:42])=[O:45]. Yields the product CN(C)CC(=O)Nc1ccc2[nH]c(C(=O)NCc3ccc(Cl)c(Oc4cc(Cl)cc(C#N)c4)c3F)cc2c1. The reactants are C(#N)N1CCC(CC1)N(C(C1=CC=C(C=C1)C1=CN=CO1)=O)C1CC1 (N-(1-cyano-piperidin-4-yl)-N-cyclopropyl-4-oxazol-5-yl-benzamide), ONC(CC1CCOCC1)=N (N-hydroxy-2-(tetrahydro-pyran-4-yl)-acetamidine). Procedure details: The title compound is prepared from N-(1-cyano-piperidin-4-yl)-N-cyclopropyl-4-oxazol-5-yl-benzamide and N-hydroxy-2-(tetrahydro-pyran-4-yl)-acetamidine following a procedure analogous to that described in Example 1. LC (method 1): tR=1.13 min; Mass spectrum (ESI+): m/z=478 [M+H]+. Yields the product C1(CC1)N(C(C1=CC=C(C=C1)C1=CN=CO1)=O)C1CCN(CC1)C1=NC(=NO1)CC1CCOCC1 (N-Cyclopropyl-4-oxazol-5-yl-N-{1-[3-(tetrahydro-pyran-4-ylmethyl)-[1,2,4]oxadiazol-5-yl]-piperidin-4-yl}-benzamide). As a reaction SMILES: [C:1]([N:3]1[CH2:8][CH2:7][CH:6]([N:9]([CH:23]2[CH2:25][CH2:24]2)[C:10](=[O:22])[C:11]2[CH:16]=[CH:15][C:14]([C:17]3[O:21][CH:20]=[N:19][CH:18]=3)=[CH:13][CH:12]=2)[CH2:5][CH2:4]1)#[N:2].[OH:26][NH:27][C:28](=N)[CH2:29][CH:30]1[CH2:35][CH2:34][O:33][CH2:32][CH2:31]1>>[CH:23]1([N:9]([CH:6]2[CH2:5][CH2:4][N:3]([C:1]3[O:26][N:27]=[C:28]([CH2:29][CH:30]4[CH2:35][CH2:34][O:33][CH2:32][CH2:31]4)[N:2]=3)[CH2:8][CH2:7]2)[C:10](=[O:22])[C:11]2[CH:12]=[CH:13][C:14]([C:17]3[O:21][CH:20]=[N:19][CH:18]=3)=[CH:15][CH:16]=2)[CH2:25][CH2:24]1.